From a dataset of the Open Reaction Database (ORD), a public repository of structured organic reaction records. describe an organic reaction: reactants, conditions, products, and yield The reactants are C(C#C)C/C(=C/C(=O)OCC)/OCC (ethyl γ-propargyl-β-ethoxy-crotonate), P(=O)([O-])(O)O.[Na+] (monosodium phosphate), C(CCC)[Li] (butyl lithium), ClC(C=O)CC (α-chlorobutyraldehyde). Run in O1CCCC1 (tetrahydrofuran), O (water), CCCCCC (hexane). Reaction conditions: temperature -60 celsius, time 1 hour. The product is O=C(CC(=O)OCC)CCC#CC(C(CC)Cl)O (ethyl 3-oxo-8-hydroxy -9-chloro-6-undecynoate). The yield is 41.4%. As a reaction SMILES: C([Li])CCC.[CH2:6]([CH2:9]/[C:10](/[O:17]CC)=[CH:11]/[C:12]([O:14][CH2:15][CH3:16])=[O:13])[C:7]#[CH:8].[Cl:20][CH:21]([CH2:24][CH3:25])[CH:22]=[O:23].P(O)(O)([O-])=O.[Na+]>CCCCCC.O1CCCC1.O>[O:17]=[C:10]([CH2:9][CH2:6][C:7]#[C:8][CH:22]([OH:23])[CH:21]([Cl:20])[CH2:24][CH3:25])[CH2:11][C:12]([O:14][CH2:15][CH3:16])=[O:13] |f:3.4|. Reported procedure: 42.2 ml of 1.4 N butyl lithium in hexane were added with stirring to a solution of 10 g of ethyl γ-propargyl-β-ethoxy-crotonate in 75 ml of tetrahydrofuran cooled to -60°C and after holding the mixture at the said temperature for 2 hours, 6.5 g of α-chlorobutyraldehyde were added thereto. The mixture was held at -60°C for 1 hour and after raising the temperature to 0°C a mixture of 90 g of monosodium phosphate in 110 ml of water was added thereto. The mixture was decanted and the aqueous phase w... The reactants are N1=CC=C(C=C1)CC(C)=O (4-pyridylacetone), FC1=CC=C(C=O)C=C1 (4-fluorobenzaldehyde), FC=1C=C(C=O)C=CC1OC (3-fluoro-p-anisaldehyde), O=C(CC1CCN(CC1)C(=O)OC(C)(C)C)CC1=CC=NC=C1 (1,1-dimethylethyl 4-[2-oxo-3-(4-pyridinyl)propyl]-1-piperidinecarboxylate). Product: FC1=CC=C(C=C1)C=C(C(CC1CCN(CC1)C(=O)OC(C)(C)C)=O)C1=CC=NC=C1 (1,1-Dimethylethyl 4-[4-(4-fluorophenyl)-2-oxo-3-(4-pyridinyl)-3-butenyl]-1-piperidinecarboxylate). Reaction SMILES: N1C=CC(CC(=O)C)=CC=1.FC1C=C(C=CC=1OC)C=O.[O:22]=[C:23]([CH2:38][C:39]1[CH:44]=[CH:43][N:42]=[CH:41][CH:40]=1)[CH2:24][CH:25]1[CH2:30][CH2:29][N:28]([C:31]([O:33][C:34]([CH3:37])([CH3:36])[CH3:35])=[O:32])[CH2:27][CH2:26]1.[F:45][C:46]1[CH:53]=[CH:52][C:49]([CH:50]=O)=[CH:48][CH:47]=1>>[F:45][C:46]1[CH:53]=[CH:52][C:49]([CH:50]=[C:38]([C:39]2[CH:44]=[CH:43][N:42]=[CH:41][CH:40]=2)[C:23](=[O:22])[CH2:24][CH:25]2[CH2:30][CH2:29][N:28]([C:31]([O:33][C:34]([CH3:37])([CH3:35])[CH3:36])=[O:32])[CH2:27][CH2:26]2)=[CH:48][CH:47]=1. Reported procedure: 1,1-Dimethylethyl 4-[4-(4-fluorophenyl)-2-oxo-3-(4-pyridinyl)-3-butenyl]-1-piperidinecarboxylate was prepared by the same method as described for step 1 of Example A-1 by replacing 4-pyridylacetone and 3-fluoro-p-anisaldehyde with the ketone of step 2 of the present Example and 4-fluorobenzaldehyde, respectively. The reactants are COc1ccc(Br)cc1, [Cl-], [Mg], [NH4+], C1CCOC1, COc1ccc(O)cc1C=O. Product: COc1ccc(C(O)c2cc(O)ccc2OC)cc1. Reaction SMILES: [Br:1][c:2]1[cH:3][cH:4][c:5]([O:8][CH3:9])[cH:6][cH:7]1.[Cl-:22].[Mg:10].[NH4+:23].[O:24]1[CH2:25][CH2:26][CH2:27][CH2:28]1.[OH:11][c:12]1[cH:13][cH:14][c:15]([O:20][CH3:21])[c:16]([CH:17]=[O:18])[cH:19]1>>[c:2]1([CH:17]([c:16]2[c:15]([O:20][CH3:21])[cH:14][cH:13][c:12]([OH:11])[cH:19]2)[OH:18])[cH:3][cH:4][c:5]([O:8][CH3:9])[cH:6][cH:7]1. Reactants: C1COCCN1C(=N)N=C(N)N.Cl (moroxydine hydrochloride), C(\C=C/C(=O)O)(=O)O (maleic acid). Solvent: O (water). The product is C1COCCN1/C(=N/C(=N)N)/N (moroxydine), C1COCCN1/C(=N/C(=N)N)/N.C(\C=C/C(=O)[O-])(=O)[O-] (moroxydine maleate). As a reaction SMILES: [CH2:1]1[N:6]([C:7]([N:9]=[C:10]([NH2:12])[NH2:11])=[NH:8])[CH2:5][CH2:4][O:3][CH2:2]1.Cl.[C:14]([OH:21])(=[O:20])/[CH:15]=[CH:16]\[C:17]([OH:19])=[O:18]>O>[CH2:5]1[N:6](/[C:7](/[NH2:8])=[N:9]/[C:10]([NH2:12])=[NH:11])[CH2:1][CH2:2][O:3][CH2:4]1.[CH2:5]1[N:6](/[C:7](/[NH2:8])=[N:9]/[C:10]([NH2:12])=[NH:11])[CH2:1][CH2:2][O:3][CH2:4]1.[C:14]([O-:21])(=[O:20])/[CH:15]=[CH:16]\[C:17]([O-:19])=[O:18] |f:0.1,5.6|. Reported procedure: Alternatively, the free base of moroxydine is prepared, e.g.: 2.1 g. moroxydine hydrochloride is dissolved in 100 ml. water and treated with an anion exchange resin. The resulting solution is neutralized, for example, with maleic acid and evaporated to crystallization yielding moroxydine maleate. Reactants: COC(=O)[C@H]1[C@@]2(CC[C@@H]3C(O[C@@H](C[C@@]3([C@H]2C([C@H](C1)O)=O)C)C1=COC=C1)=O)C ((2S,4aS,6aR,7R,9S,10aS,10bR)-9-(hydroxy)-2-(3-furanyl)dodecahydro-6a,10b-dimethyl-4,10-dioxo-2H-naphtho[2,1-c]pyran-7-carboxylic acid methyl ester), C1(=CC=CC=C1)P(C1=NC=CC=C1)C1=CC=CC=C1 (diphenyl-2-pyridylphosphine), C(C)(=O)O (acetic acid), CC(C)(C)OC(=O)/N=N/C(=O)OC(C)(C)C (di-tert-butylazodicarboxylate). Solvent: ClCCl (dichloromethane), C1CCOC1 (THF). Run at temperature 60 celsius, time 18 hour. Yields the product n-hexanes EtOAc, COC(=O)[C@H]1[C@@]2(CC[C@H]3C(O[C@@H](C[C@@]3([C@H]2C([C@H](C1)OC(C)=O)=O)C)C1=COC=C1)=O)C ((2S,4aR,6aR,7R,9S,10aS,10bR)-9-(Acetoxy)-2-(3-furanyl)-dodecahydro-6a,10b-dimethyl-4,10-dioxo-2H-naphtho[2,1-c]pyran-7-carboxylic acid methyl ester). Isolated yield 81.6%. Reaction SMILES: [CH3:1][O:2][C:3]([C@@H:5]1[CH2:18][C@H:17]([OH:19])[C:16](=[O:20])[C@H:15]2[C@@:6]1([CH3:28])[CH2:7][CH2:8][C@H:9]1[C@:14]2([CH3:21])[CH2:13][C@@H:12]([C:22]2[CH:26]=[CH:25][O:24][CH:23]=2)[O:11][C:10]1=[O:27])=[O:4].C1(P(C2C=CC=CC=2)C2C=CC=CN=2)C=CC=CC=1.[C:48](O)(=[O:50])[CH3:49].CC(OC(/N=N/C(OC(C)(C)C)=O)=O)(C)C>C1COCC1.ClCCl>[CH3:1][O:2][C:3]([C@@H:5]1[CH2:18][C@H:17]([O:19][C:48](=[O:50])[CH3:49])[C:16](=[O:20])[C@H:15]2[C@@:6]1([CH3:28])[CH2:7][CH2:8][C@@H:9]1[C@:14]2([CH3:21])[CH2:13][C@@H:12]([C:22]2[CH:26]=[CH:25][O:24][CH:23]=2)[O:11][C:10]1=[O:27])=[O:4]. Reported procedure: A mixture of 8a (0.20 g, 0.51 mmol), diphenyl-2-pyridylphosphine (0.20 g, 0.77 mmol) and acetic acid (0.12 mL, 2.05 mmol) was dissolved in anhydrous THF (15 mL) under an argon atmosphere. To this solution was added di-tert-butylazodicarboxylate (DBAD) (0.18 g, 0.77 mmol) in one portion and the mixture was stirred for 18 hours at 60° C. The solvent was under reduced pressure and the residue was dissolved in dichloromethane (25 mL). The CH2Cl2 portion was washed with 4 M HCl (2×25 mL) and saturate... The reactants are CC(=O)OC1CSC(Oc2cncc(Br)c2)C(OC(C)=O)C1OC(C)=O, N#Cc1ccc(B(O)O)cc1F. The product is CC(=O)OC1CSC(Oc2cncc(-c3ccc(C#N)c(F)c3)c2)C(OC(C)=O)C1OC(C)=O. As a reaction SMILES: [C:1]([CH3:2])(=[O:3])[O:4][CH:5]1[CH:6]([O:7][c:8]2[cH:9][n:10][cH:11][c:12]([Br:14])[cH:13]2)[S:15][CH2:16][CH:17]([O:23][C:24]([CH3:25])=[O:26])[CH:18]1[O:19][C:20]([CH3:21])=[O:22].[F:27][c:28]1[cH:29][c:30]([B:36]([OH:37])[OH:38])[cH:31][cH:32][c:33]1[C:34]#[N:35]>>[C:1]([CH3:2])(=[O:3])[O:4][CH:5]1[CH:6]([O:7][c:8]2[cH:9][n:10][cH:11][c:12](-[c:30]3[cH:29][c:28]([F:27])[c:33]([C:34]#[N:35])[cH:32][cH:31]3)[cH:13]2)[S:15][CH2:16][CH:17]([O:23][C:24]([CH3:25])=[O:26])[CH:18]1[O:19][C:20]([CH3:21])=[O:22].